This data is from the Open Reaction Database (ORD), a public repository of structured organic reaction records. The task is: describe an organic reaction: reactants, conditions, products, and yield Starting materials: FC(C1=C2C(C(NC2=CC(=C1)I)=O)=O)(F)F (4-trifluoromethyl-6-iodoisatin), C1=C(C=CC2=CC=CC=C12)[Mg]Br (2-naphthyl magnesium bromide). Product: FC(C1=C2C(C(NC2=CC(=C1)I)=O)(C1=CC2=CC=CC=C2C=C1)O)(F)F (4-Trifluoromethyl-6-iodo-3-hydroxy-3-(2-naphthyl)oxindole). Isolated yield 6.5%. As a reaction SMILES: [F:1][C:2]([F:16])([F:15])[C:3]1[CH:11]=[C:10]([I:12])[CH:9]=[C:8]2[C:4]=1[C:5](=[O:14])[C:6](=[O:13])[NH:7]2.[CH:17]1[C:26]2[C:21](=[CH:22][CH:23]=[CH:24][CH:25]=2)[CH:20]=[CH:19][C:18]=1[Mg]Br>>[F:16][C:2]([F:15])([F:1])[C:3]1[CH:11]=[C:10]([I:12])[CH:9]=[C:8]2[C:4]=1[C:5]([OH:14])([C:19]1[CH:18]=[CH:17][C:26]3[C:21](=[CH:22][CH:23]=[CH:24][CH:25]=3)[CH:20]=1)[C:6](=[O:13])[NH:7]2. Reported procedure: The title compound (35.8 mg, 6.5%) was prepared from 4-trifluoromethyl-6-iodoisatin (400 mg, 1.17 mmol) and 2-naphthyl magnesium bromide by the procedure similar to that described in Example 1. RXN SMILES: [CH3:1][O:2][c:3]1[c:4]([N+:23]([O-:24])=[O:25])[cH:5][c:6]([CH3:22])[c:7]([N:9]2[CH2:10][CH2:11][CH:12]([N:15]3[CH2:16][CH2:17][N:18]([CH3:21])[CH2:19][CH2:20]3)[CH2:13][CH2:14]2)[cH:8]1.[CH3:26][OH:27]>>[CH3:1][O:2][c:3]1[c:4]([NH2:23])[cH:5][c:6]([CH3:22])[c:7]([N:9]2[CH2:10][CH2:11][CH:12]([N:15]3[CH2:16][CH2:17][N:18]([CH3:21])[CH2:19][CH2:20]3)[CH2:13][CH2:14]2)[cH:8]1. Reactants: COc1cc(N2CCC(N3CCN(C)CC3)CC2)c(C)cc1[N+](=O)[O-], CO. Yields the product COc1cc(N2CCC(N3CCN(C)CC3)CC2)c(C)cc1N.